Task: describe an organic reaction: reactants, conditions, products, and yield. Dataset: the Open Reaction Database (ORD), a public repository of structured organic reaction records The solvent is O (water). Reaction SMILES: P([O-])(O)(O)=O.[K+].[OH-].[Na+].C[O:10][C:11](=[O:39])[CH2:12][CH2:13][CH2:14][CH2:15][CH2:16][CH2:17][C@H:18]1[C@H:22]([CH:23]=[CH:24][Sn:25]([CH2:34][CH2:35][CH2:36][CH3:37])([CH2:30][CH2:31][CH2:32][CH3:33])[CH2:26][CH2:27][CH2:28][CH3:29])[CH2:21][CH2:20][C:19]1=[O:38].Cl>O>[O:38]=[C:19]1[CH2:20][CH2:21][C@@H:22]([CH:23]=[CH:24][Sn:25]([CH2:26][CH2:27][CH2:28][CH3:29])([CH2:34][CH2:35][CH2:36][CH3:37])[CH2:30][CH2:31][CH2:32][CH3:33])[C@@H:18]1[CH2:17][CH2:16][CH2:15][CH2:14][CH2:13][CH2:12][C:11]([OH:39])=[O:10] |f:0.1,2.3|. Procedure: Potassium dihydrogen phosphate (4.6 g, 33.44 mmol) was dissolved in deionized water (0.5 L), and was brought to pH 7 using sodium hydroxide solution (2M). To this was added Candida Cyclridraceae (400 mg). The solution was warmed to 37-40° C., and trans-7-[2-oxo-5-(2-tributylstannanyl-vinyl)-cyclopentyl]-heptanoic acid methyl ester of Step D (3.00 g, 13.38 mmol) was added with vigorous stirring. After 4 h, concentrated hydrochloric acid was added to bring the pH to 1 and the solution was extracte... Product: O=C1[C@H]([C@@H](CC1)C=C[Sn](CCCC)(CCCC)CCCC)CCCCCCC(=O)O (trans-7-[2-oxo-5-(2-tributylstannanyl-vinyl)-cyclopentyl]-heptanoic acid). The reactants are Cl (hydrochloric acid), P(=O)(O)(O)[O-].[K+] (Potassium dihydrogen phosphate), COC(CCCCCC[C@@H]1C(CC[C@H]1C=C[Sn](CCCC)(CCCC)CCCC)=O)=O (trans-7-[2-oxo-5-(2-tributylstannanyl-vinyl)-cyclopentyl]-heptanoic acid methyl ester), [OH-].[Na+] (sodium hydroxide). Reaction conditions: temperature 38.5 celsius, time 4 hour. Starting materials: FC=1C=C(CN2CCC3(CN(CCO3)C(=O)C=3N=C(SC3)C3=CC=CC=C3)CC2)C=C(C1)CCO ((9-(3-Fluoro-5-(2-hydroxyethyl)benzyl)-1-oxa-4,9-diazaspiro[5.5]undecan-4-yl)(2-phenylthiazol-4-yl)methanone), N (ammonia), CO (methanol). Reaction conditions: temperature 20 celsius, time 1 hour. Yields the product C(C)(C)(C)C=1SC=C(N1)C(=O)N1CCOC2(C1)CCN(CC2)CC2=CC(=CC(=C2)CCO)F ((2-tert-Butylthiazol-4-yl)(9-(3-fluoro-5-(2-hydroxyethyl)benzyl)-1-oxa-4,9-diazaspiro[5.5]undecan-4-yl)methanone). RXN SMILES: [F:1][C:2]1[CH:3]=[C:4]([CH:30]=[C:31]([CH2:33][CH2:34][OH:35])[CH:32]=1)[CH2:5][N:6]1[CH2:29][CH2:28][C:9]2([O:14][CH2:13][CH2:12][N:11]([C:15]([C:17]3[N:18]=[C:19]([C:22]4[CH:27]=CC=C[CH:23]=4)[S:20][CH:21]=3)=[O:16])[CH2:10]2)[CH2:8][CH2:7]1.N.[CH3:37]O>>[C:22]([C:19]1[S:20][CH:21]=[C:17]([C:15]([N:11]2[CH2:10][C:9]3([CH2:28][CH2:29][N:6]([CH2:5][C:4]4[CH:30]=[C:31]([CH2:33][CH2:34][OH:35])[CH:32]=[C:2]([F:1])[CH:3]=4)[CH2:7][CH2:8]3)[O:14][CH2:13][CH2:12]2)=[O:16])[N:18]=1)([CH3:37])([CH3:23])[CH3:27]. Reported procedure: A solution of 2,2,2-trifluoro-1-(9-(3-fluoro-5-(2-hydroxyethyl)benzyl)-1-oxa-4,9-diazaspiro[5.5]undecan-4-yl)ethanone (example 41, step d) (0.21 g) in methanol (3 mL) was added to ammonia (35% aqueous solution, 15 mL) and the reaction mixture stirred at 20° C. for 1 hour. The mixture was evaporated to dryness under reduced pressure and the residue azeotroped three times with acetonitrile. The residue was dissolved in DMF (7 mL) and treated with 2-tert-butylthiazole-4-carboxylic acid (0.096 g) fo... Starting materials: O=[N+]([O-])c1cc(CO)n(CCBr)n1, ClCCl, ClC(Cl)Cl, BrP(Br)Br. The product is O=[N+]([O-])c1cc(CBr)n(CCBr)n1. Reaction SMILES: [Br:1][CH2:2][CH2:3][n:4]1[n:5][c:6]([N+:11](=[O:12])[O-:13])[cH:7][c:8]1[CH2:9][OH:10].[CH2:22]([Cl:23])[Cl:24].[CH:14]([Cl:15])([Cl:16])[Cl:17].[P:18]([Br:19])([Br:20])[Br:21]>>[Br:1][CH2:2][CH2:3][n:4]1[n:5][c:6]([N+:11](=[O:12])[O-:13])[cH:7][c:8]1[CH2:9][Br:19]. Starting materials: BrCC1=CC(=C2C(=N1)N(N=C2)C)C2=CC=C(C=C2)[N+](=O)[O-] (6-bromomethyl-1-methyl-4-(4-nitro-phenyl)-1H-pyrazolo[3,4-b]pyridine), BrCC1=CC(=C2C(=N1)N(N=C2)C)C2=CC=C(C=C2)[N+](=O)[O-] (6-bromomethyl-1-methyl-4-(4-nitro-phenyl)-1H-pyrazolo[3,4-b]pyridine), CS(=O)[O-].[Na+] (sodium methanesulfinate). Run in CCO.CN(C)C=O (EtOH DMF). Product: CS(=O)(=O)CC1=CC(=C2C(=N1)N(N=C2)C)C2=CC=C(C=C2)[N+](=O)[O-] (6-Methanesulfonylmethyl-1-methyl-4-(4-nitro-phenyl)-1H-pyrazolo[3,4-b]pyridine). Isolated yield 100.1%. Reaction SMILES: Br[CH2:2][C:3]1[N:8]=[C:7]2[N:9]([CH3:12])[N:10]=[CH:11][C:6]2=[C:5]([C:13]2[CH:18]=[CH:17][C:16]([N+:19]([O-:21])=[O:20])=[CH:15][CH:14]=2)[CH:4]=1.[CH3:22][S:23]([O-:25])=[O:24].[Na+]>CCO.CN(C=O)C>[CH3:22][S:23]([CH2:2][C:3]1[N:8]=[C:7]2[N:9]([CH3:12])[N:10]=[CH:11][C:6]2=[C:5]([C:13]2[CH:18]=[CH:17][C:16]([N+:19]([O-:21])=[O:20])=[CH:15][CH:14]=2)[CH:4]=1)(=[O:25])=[O:24] |f:1.2,3.4|. Reported procedure: 1.04 g 6-bromomethyl-1-methyl-4-(4-nitro-phenyl)-1H-pyrazolo[3,4-b]pyridine (Intermediate 13.1; 3 mmol, 1 eq.) were dissolved in 55 mL 10:1 EtOH/DMF, treated with 459 mg sodium methanesulfinate (4.5 mmol, 1.5 eq.) and refluxed for 150 min. The mixture was cooled to rt and concentrated in vacuo. Addition of water was followed by precipitation to yield 1040 mg of the crude product (quantitative yield). The reactants are CC(C)(C)OC(=O)N1CCN(CCCN2C(=O)c3ccccc3C2=O)C(=O)C1, CCO, NN, O. As a reaction SMILES: [C:4]([CH3:5])([CH3:6])([CH3:7])[O:8][C:9](=[O:10])[N:11]1[CH2:12][C:13](=[O:31])[N:14]([CH2:17][CH2:18][CH2:19][N:20]2[C:21](=[O:22])[c:23]3[cH:24][cH:25][cH:26][cH:27][c:28]3[C:29]2=[O:30])[CH2:15][CH2:16]1.[CH3:32][CH2:33][OH:34].[NH2:2][NH2:3].[OH2:1]>>[C:4]([CH3:5])([CH3:6])([CH3:7])[O:8][C:9](=[O:10])[N:11]1[CH2:12][C:13](=[O:31])[N:14]([CH2:17][CH2:18][CH2:19][NH2:20])[CH2:15][CH2:16]1. The product is CC(C)(C)OC(=O)N1CCN(CCCN)C(=O)C1. Starting materials: COc1ccc2c(C(=O)O)nc(C#N)c(-c3ccccc3)c2c1, ClCCCl, CCN(C(C)C)C(C)C, NCCO, CN(C)C=O, On1nnc2cccnc21. Yields the product COc1ccc2c(C(=O)NCCO)nc(C#N)c(-c3ccccc3)c2c1. As a reaction SMILES: [C:1](#[N:2])[c:3]1[n:4][c:5]([C:21](=[O:22])[OH:23])[c:6]2[cH:7][cH:8][c:9]([O:19][CH3:20])[cH:10][c:11]2[c:12]1-[c:13]1[cH:14][cH:15][cH:16][cH:17][cH:18]1.[CH2:24]([Cl:25])[CH2:26][Cl:27].[CH:42]([N:43]([CH2:44][CH3:45])[CH:46]([CH3:47])[CH3:48])([CH3:49])[CH3:50].[NH2:38][CH2:39][CH2:40][OH:41].[O:51]=[CH:52][N:53]([CH3:54])[CH3:55].[OH:28][n:29]1[c:30]2[n:31][cH:32][cH:33][cH:34][c:35]2[n:36][n:37]1>>[C:1](#[N:2])[c:3]1[n:4][c:5]([C:21](=[O:22])[NH:38][CH2:39][CH2:40][OH:41])[c:6]2[cH:7][cH:8][c:9]([O:19][CH3:20])[cH:10][c:11]2[c:12]1-[c:13]1[cH:14][cH:15][cH:16][cH:17][cH:18]1. Starting materials: IC1=CN(C2=NC=C(N=C21)C2=CC(=C(C(=C2)OC)OC)OC)[Si](C(C)C)(C(C)C)C(C)C (7-iodo-5-triisopropylsilanyl-2-(3,4,5-trimethoxy-phenyl)-5H-pyrrolo[2,3-b]pyrazine), COCC(C(=O)N(C)OC)(C)C (3,N-dimethoxy-2,2,N-trimethyl-propionamide). Product: COCC(C(=O)C1=CNC2=NC=C(N=C21)C2=CC(=C(C(=C2)OC)OC)OC)(C)C (3-Methoxy-2,2-dimethyl-1-[2-(3,4,5-trimethoxy-phenyl)-5H-pyrrolo[2,3-b]pyrazin-7-yl]-propan-1-one). As a reaction SMILES: I[C:2]1[C:10]2[C:5](=[N:6][CH:7]=[C:8]([C:11]3[CH:16]=[C:15]([O:17][CH3:18])[C:14]([O:19][CH3:20])=[C:13]([O:21][CH3:22])[CH:12]=3)[N:9]=2)[N:4]([Si](C(C)C)(C(C)C)C(C)C)[CH:3]=1.[CH3:33][O:34][CH2:35][C:36]([CH3:44])([CH3:43])[C:37](N(OC)C)=[O:38]>>[CH3:33][O:34][CH2:35][C:36]([CH3:44])([CH3:43])[C:37]([C:2]1[C:10]2[C:5](=[N:6][CH:7]=[C:8]([C:11]3[CH:16]=[C:15]([O:17][CH3:18])[C:14]([O:19][CH3:20])=[C:13]([O:21][CH3:22])[CH:12]=3)[N:9]=2)[NH:4][CH:3]=1)=[O:38]. Reported procedure: 3-Methoxy-2,2-dimethyl-1-[2-(3,4,5-trimethoxy-phenyl)-5H-pyrrolo[2,3-b]pyrazin-7-yl]-propan-1-one was prepared starting from 7-iodo-5-triisopropylsilanyl-2-(3,4,5-trimethoxy-phenyl)-5H-pyrrolo[2,3-b]pyrazine and 3,N-dimethoxy-2,2,N-trimethyl-propionamide following general procedures as described in these Examples, to afford a pale yellow solid. M+H=400. The reactants are BrC1=CN=C(N=N1)N (6-bromo-1,2,4-triazin-3-amine), [Br-].[Si](C)(C)(C(C)(C)C)OCC1=CN=C(S1)[Zn+] ((5-((tert-butyldimethylsilyloxy)methyl)thiazol-2-yl)zinc(II) bromide). The reagents and catalysts are C=1C=CC(=CC1)[P](C=2C=CC=CC2)(C=3C=CC=CC3)[Pd]([P](C=4C=CC=CC4)(C=5C=CC=CC5)C=6C=CC=CC6)([P](C=7C=CC=CC7)(C=8C=CC=CC8)C=9C=CC=CC9)[P](C=1C=CC=CC1)(C=1C=CC=CC1)C=1C=CC=CC1 ((PPh3)4Pd). Run in C1CCOC1 (THF). Conditions: temperature 80 celsius. Product: [Si](C)(C)(C(C)(C)C)OCC1=CN=C(S1)C1=CN=C(N=N1)N (6-(5-((tert-Butyldimethylsilyloxy)methyl)thiazol-2-yl)-1,2,4-triazin-3-amine). Reaction SMILES: Br[C:2]1[N:7]=[N:6][C:5]([NH2:8])=[N:4][CH:3]=1.[Br-].[Si:10]([O:17][CH2:18][C:19]1[S:23][C:22]([Zn+])=[N:21][CH:20]=1)([C:13]([CH3:16])([CH3:15])[CH3:14])([CH3:12])[CH3:11]>C1C=CC([P]([Pd]([P](C2C=CC=CC=2)(C2C=CC=CC=2)C2C=CC=CC=2)([P](C2C=CC=CC=2)(C2C=CC=CC=2)C2C=CC=CC=2)[P](C2C=CC=CC=2)(C2C=CC=CC=2)C2C=CC=CC=2)(C2C=CC=CC=2)C2C=CC=CC=2)=CC=1.C1COCC1>[Si:10]([O:17][CH2:18][C:19]1[S:23][C:22]([C:2]2[N:7]=[N:6][C:5]([NH2:8])=[N:4][CH:3]=2)=[N:21][CH:20]=1)([C:13]([CH3:16])([CH3:14])[CH3:15])([CH3:11])[CH3:12] |f:1.2,^1:28,30,49,68|. Procedure: In a separate flask was added 6-bromo-1,2,4-triazin-3-amine (10.0 g, 57.5 mmol), (PPh3)4Pd (12.1 g, 11.5 mmol), and THF (200 mL). The mixture was heated to 80° C., followed by the dropwise addition (1 h) of (5-((tert-butyldimethylsilyloxy)methyl)thiazol-2-yl)zinc(II) bromide prepared in the step above. The reaction was then cooled to rt, filtered through a silica pad, concentrated, and then purified using silica gel chromatography to afford 6.7 g the title compound as a light yellow solid. Reactants: N1(CCNCC1)C=1C=C2C(=CN1)NC=C2 (5-piperazin-1-yl-1H-pyrrolo[2,3-c]pyridine), BrCC[C@@H]1CN(C2=CC=CC=C12)C(=O)N ((S)-3-(2-bromoethyl)-2,3-dihydro-1H-indole-1-carboxylic acid amide). Run in CS(=O)C (dimethyl sulfoxide). Yields the product N1C=CC=2C1=CN=C(C2)N2CCN(CC2)CC[C@@H]2CN(C1=CC=CC=C21)C(=O)N ((+)-(S)-3-{2-[4-(1H-Pyrrolo[2,3-c]pyridin-5-yl)-piperazin-1-yl]-ethyl}-2,3-dihydro-1H-indole-1-carboxylic acid amide). As a reaction SMILES: [N:1]1([C:7]2[CH:8]=[C:9]3[CH:15]=[CH:14][NH:13][C:10]3=[CH:11][N:12]=2)[CH2:6][CH2:5][NH:4][CH2:3][CH2:2]1.Br[CH2:17][CH2:18][C@H:19]1[C:27]2[C:22](=[CH:23][CH:24]=[CH:25][CH:26]=2)[N:21]([C:28]([NH2:30])=[O:29])[CH2:20]1>CS(C)=O>[NH:13]1[C:10]2=[CH:11][N:12]=[C:7]([N:1]3[CH2:2][CH2:3][N:4]([CH2:17][CH2:18][C@H:19]4[C:27]5[C:22](=[CH:23][CH:24]=[CH:25][CH:26]=5)[N:21]([C:28]([NH2:30])=[O:29])[CH2:20]4)[CH2:5][CH2:6]3)[CH:8]=[C:9]2[CH:15]=[CH:14]1. Procedure: from 5-piperazin-1-yl-1H-pyrrolo[2,3-c]pyridine and (S)-3-(2-bromoethyl)-2,3-dihydro-1H-indole-1-carboxylic acid amide. Assignment of the optical rotation was done in dimethyl sulfoxide. The reactants are FC=1C=NC=CC1C=1OC2=C(N1)C=C(C=C2)C(F)(F)F (2-(3-fluoropyridin-4-yl)-5-(trifluoromethyl)benzoxazole), FC(C=1C=NNC1)(F)F (4-(trifluoromethyl)pyrazole), C([O-])([O-])=O.[K+].[K+] (potassium carbonate), CN(C)C=O (DMF). Run in O (Water). Run at temperature 50 celsius. The product is FC(C=1C=NN(C1)C=1C=NC=CC1C=1OC2=C(N1)C=C(C=C2)C(F)(F)F)(F)F (2-{3-[4-(trifluoromethyl)pyrazole-1-yl]pyridin-4-yl}-5-(trifluoromethyl)benzoxazole). Isolated yield 91.1%. As a reaction SMILES: F[C:2]1[CH:3]=[N:4][CH:5]=[CH:6][C:7]=1[C:8]1[O:9][C:10]2[CH:16]=[CH:15][C:14]([C:17]([F:20])([F:19])[F:18])=[CH:13][C:11]=2[N:12]=1.[F:21][C:22]([F:29])([F:28])[C:23]1[CH:24]=[N:25][NH:26][CH:27]=1.C(=O)([O-])[O-].[K+].[K+].CN(C=O)C>O>[F:21][C:22]([F:29])([F:28])[C:23]1[CH:24]=[N:25][N:26]([C:2]2[CH:3]=[N:4][CH:5]=[CH:6][C:7]=2[C:8]2[O:9][C:10]3[CH:16]=[CH:15][C:14]([C:17]([F:20])([F:19])[F:18])=[CH:13][C:11]=3[N:12]=2)[CH:27]=1 |f:2.3.4|. Reported procedure: A mixture of 0.28 g of 2-(3-fluoropyridin-4-yl)-5-(trifluoromethyl)benzoxazole, 0.18 g of 4-(trifluoromethyl)pyrazole, 0.55 g of potassium carbonate and 2 ml of DMF was stirred while heating at 50° C. for 1.5 hours. The reaction mixture was cooled to room temperature. Water was added to the reaction mixture, followed by extraction with ethyl acetate twice. The combined organic layers were washed with a saturated sodium chloride solution, dried over anhydrous magnesium sulfate, and then concentra...